Task: describe an organic reaction: reactants, conditions, products, and yield. Dataset: the Open Reaction Database (ORD), a public repository of structured organic reaction records The reactants are S=C(n1ccnc1)n1ccnc1, CC(c1ccc(C(F)(F)F)nc1)S(C)(=N)=O, CC#N. Yields the product CC(c1ccc(C(F)(F)F)nc1)S(C)(=O)=NC(=S)n1ccnc1. Reaction SMILES: [C:17](=[S:18])([n:19]1[cH:20][n:21][cH:22][cH:23]1)[n:24]1[cH:25][cH:26][n:27][cH:28]1.[CH3:1][S:2](=[O:3])(=[NH:4])[CH:5]([CH3:6])[c:7]1[cH:8][cH:9][c:10]([C:13]([F:14])([F:15])[F:16])[n:11][cH:12]1.[CH3:29][C:30]#[N:31]>>[CH3:1][S:2](=[O:3])(=[N:4][C:17](=[S:18])[n:19]1[cH:20][n:21][cH:22][cH:23]1)[CH:5]([CH3:6])[c:7]1[cH:8][cH:9][c:10]([C:13]([F:14])([F:15])[F:16])[n:11][cH:12]1. The reactants are [Al+3], [Cl-], [Cl-], [Cl-], O=C1CCCCCCCCC(=O)O1, Oc1ccccc1, S=C=S. The product is O=C(O)CCCCCCCCC(=O)c1ccc(O)cc1. As a reaction SMILES: [Al+3:24].[Cl-:21].[Cl-:22].[Cl-:23].[O:1]1[C:2](=[O:13])[CH2:3][CH2:4][CH2:5][CH2:6][CH2:7][CH2:8][CH2:9][CH2:10][C:11]1=[O:12].[OH:14][c:15]1[cH:16][cH:17][cH:18][cH:19][cH:20]1.[S:25]=[C:26]=[S:27]>>[OH:1][C:11]([CH2:10][CH2:9][CH2:8][CH2:7][CH2:6][CH2:5][CH2:4][CH2:3][C:2](=[O:13])[c:18]1[cH:17][cH:16][c:15]([OH:14])[cH:20][cH:19]1)=[O:12]. Reactants: CCOC(=O)NCC(=O)O, CCN(C(C)C)C(C)C, Cl, CCOC(=O)CC(N)Cc1ccc(-c2cccc(Cl)c2)cc1, CN(C)C=O, O, On1nnc2cccnc21. The product is CCOC(=O)CC(Cc1ccc(-c2cccc(Cl)c2)cc1)NC(=O)CNC(=O)OCC. Reaction SMILES: [CH2:24]([CH3:25])[O:26][C:27](=[O:28])[NH:29][CH2:30][C:31](=[O:32])[OH:33].[CH:34]([N:35]([CH2:36][CH3:37])[CH:38]([CH3:39])[CH3:40])([CH3:41])[CH3:42].[ClH:1].[NH2:2][CH:3]([CH2:4][C:5](=[O:6])[O:7][CH2:8][CH3:9])[CH2:10][c:11]1[cH:12][cH:13][c:14](-[c:17]2[cH:18][c:19]([Cl:23])[cH:20][cH:21][cH:22]2)[cH:15][cH:16]1.[O:53]=[CH:54][N:55]([CH3:56])[CH3:57].[OH2:58].[OH:43][n:44]1[c:45]2[n:46][cH:47][cH:48][cH:49][c:50]2[n:51][n:52]1>>[NH:2]([CH:3]([CH2:4][C:5](=[O:6])[O:7][CH2:8][CH3:9])[CH2:10][c:11]1[cH:12][cH:13][c:14](-[c:17]2[cH:18][c:19]([Cl:23])[cH:20][cH:21][cH:22]2)[cH:15][cH:16]1)[C:31]([CH2:30][NH:29][C:27]([O:26][CH2:24][CH3:25])=[O:28])=[O:32]. The reactants are CC1=CC=C(CN2C[C@@H](CC2)NC(OC(C)(C)C)=O)C=C1 (tert-butyl [(3R)-1-(4-methylbenzyl)-3-pyrrolidinyl]carbamate), Cl (hydrogen chloride). Solvent: C(C)(=O)OCC (ethyl acetate), C(C)(=O)OCC (ethyl acetate). Reaction conditions: time 3 hour. Yields the product CC1=CC=C(CN2C[C@@H](CC2)N)C=C1 ((3R)-1-(4-methylbenzyl)-3-pyrrolidinamine). Yield: 69.7%. Reaction SMILES: [CH3:1][C:2]1[CH:21]=[CH:20][C:5]([CH2:6][N:7]2[CH2:11][CH2:10][C@@H:9]([NH:12]C(=O)OC(C)(C)C)[CH2:8]2)=[CH:4][CH:3]=1.Cl>C(OCC)(=O)C>[CH3:1][C:2]1[CH:3]=[CH:4][C:5]([CH2:6][N:7]2[CH2:11][CH2:10][C@@H:9]([NH2:12])[CH2:8]2)=[CH:20][CH:21]=1. Procedure: To a stirred solution of tert-butyl [(3R)-1-(4-methylbenzyl)-3-pyrrolidinyl]carbamate (4.6 g) in ethyl acetate (10 mL) was added 4N hydrogen chloride in ethyl acetate (60 mL) at ambient temperature and the resulting mixture was stirred at the same temperature for three hours. The mixture was concentrated in vacuo and the residual syrup was dissolved in chloroform (100 mL). To this solution was added saturated sodium bicarbonate (50 mL) and the resulting biphasic mixture was vigorously stirred at... The reactants are Cl (hydrochloric acid), Cl.C(C)C1(C(C2=CC=CC=C2C1=O)=O)C=1N=CNC1 (2-ethyl-2-(1H-imidazol-4-yl)indan-1,3-dione hydrochloride), [H][H] (Hydrogen). Reagents/catalysts: [Pd] (Palladium). Reaction conditions: temperature 82.5 celsius, time 6 hour. The product is Cl.C(C)C1(CC2=CC=CC=C2C1)C1=CN=CN1 (5-(2-ethyl-2,3-dihydro-1H-inden-2-yl)-1H-imidazole hydrochloride). As a reaction SMILES: [ClH:1].Cl.[CH2:3]([C:5]1([C:16]2[N:17]=[CH:18][NH:19][CH:20]=2)[C:13](=O)[C:12]2[C:7](=[CH:8][CH:9]=[CH:10][CH:11]=2)[C:6]1=O)[CH3:4].[H][H]>[Pd]>[ClH:1].[CH2:3]([C:5]1([C:16]2[NH:17][CH:18]=[N:19][CH:20]=2)[CH2:6][C:7]2[C:12](=[CH:11][CH:10]=[CH:9][CH:8]=2)[CH2:13]1)[CH3:4] |f:1.2,5.6|. Procedure details: Palladium catalyst (1.4 g of 10% Pd/C) was suspended in the hydrochloric acid solution of 2-ethyl-2-(1H-imidazol-4-yl)indan-1,3-dione hydrochloride. The obtained suspension was poured into a hydrogenation autoclave. Hydrogen was supplied to autoclave to 3.0 bar. The reaction mixture was stirred and heated to 80-85° C. The typical hydrogenation time was 6 hours. After hydrogenation the reaction mixture was filtered to remove the catalyst. The filtrate was cooled to (−5)° C., the precipitates were... Starting materials: C1(=CC=CC=2C(=CC=CC12)N)N (Naphthalene-1,5-diamine), BrCCCCCCCC (1-bromooctane), C([O-])([O-])=O.[K+].[K+] (potassium carbonate). The reagents and catalysts are [I-].[K+] (potassium iodide). Run in C(CCC)O (butanol). Run at temperature 110 celsius. Product: C(CCCCCCC)N(C1=CC=CC=2C(=CC=CC12)N(CCCCCCCC)CCCCCCCC)CCCCCCCC (N1,N1,N5,N5-tetraoctylnaphthalene-1,5-diamine). Yield: 38.3%. As a reaction SMILES: [C:1]1([NH2:12])[C:10]2[CH:9]=[CH:8][CH:7]=[C:6]([NH2:11])[C:5]=2[CH:4]=[CH:3][CH:2]=1.Br[CH2:14][CH2:15][CH2:16][CH2:17][CH2:18][CH2:19][CH2:20][CH3:21].C(=O)([O-])[O-].[K+].[K+]>C(O)CCC.[I-].[K+]>[CH2:14]([N:12]([CH2:9][CH2:10][CH2:1][CH2:2][CH2:3][CH2:4][CH2:5][CH3:6])[C:1]1[C:10]2[CH:9]=[CH:8][CH:7]=[C:6]([N:11]([CH2:14][CH2:15][CH2:16][CH2:17][CH2:18][CH2:19][CH2:20][CH3:21])[CH2:14][CH2:15][CH2:16][CH2:17][CH2:18][CH2:19][CH2:20][CH3:21])[C:5]=2[CH:4]=[CH:3][CH:2]=1)[CH2:15][CH2:16][CH2:17][CH2:18][CH2:19][CH2:20][CH3:21] |f:2.3.4,6.7|. Reported procedure: Naphthalene-1,5-diamine (3.14 g, 19.8 mmol), 1-bromooctane (25.25 g, 0.130 mol), potassium carbonate (11.79 g, 85.3 mmol), and potassium iodide (0.05 g, 0.30 mmol) was stirred in dry butanol (150 ml) and heated to 110° C. for 36 h. The reaction was quenched with water and extracted with ether three times. The combined organic phase was washed three times with water and evaporated to give black oil which was distilled under reduced pressure at 90° C. to yield a black tar. This was purified with f... The reactants are O=C(OC(Cl)(Cl)Cl)OC(Cl)(Cl)Cl, ClCCl, Cl, CC(c1ccccc1)C(NC(=O)C(N)c1ccc(OCCO[Si](C)(C)C)cc1)C(=O)Nc1ccc(C2CC2)cc1F, c1ccncc1. Product: Nc1ccc(C2CC2)cc1F. RXN SMILES: [Cl:48][C:49]([Cl:50])([O:51][C:52](=[O:53])[O:54][C:55]([Cl:56])([Cl:57])[Cl:58])[Cl:59].[Cl:61][CH2:62][Cl:63].[ClH:60].[NH2:1][CH:2]([c:3]1[cH:4][cH:5][c:6]([O:7][CH2:8][CH2:20][O:21][Si:22]([CH3:23])([CH3:24])[CH3:25])[cH:26][cH:27]1)[C:28]([NH:29][CH:30]([CH:31]([c:32]1[cH:33][cH:34][cH:35][cH:36][cH:37]1)[CH3:38])[C:39]([NH:9][c:10]1[c:11]([F:19])[cH:12][c:13]([CH:16]2[CH2:17][CH2:18]2)[cH:14][cH:15]1)=[O:40])=[O:41].[cH:42]1[cH:43][cH:44][n:45][cH:46][cH:47]1>>[NH2:9][c:10]1[c:11]([F:19])[cH:12][c:13]([CH:16]2[CH2:17][CH2:18]2)[cH:14][cH:15]1.